From a dataset of the Open Reaction Database (ORD), a public repository of structured organic reaction records. describe an organic reaction: reactants, conditions, products, and yield Starting materials: C(C)OC(=O)C=1C(=CSC1N)C=1SC(=C(C1)C)I (5′-Amino-5-iodo-4-methyl-[2,3′]bithiophenyl-4′-carboxylic acid ethyl ester), C(#N)CC(=O)O (Cyanoacetic acid), C(=O)(O)[O-].[Na+] (NaHCO3), P(Cl)(Cl)(Cl)(Cl)Cl (PCl5), acyl chloride. Solvent: C(Cl)Cl (CH2Cl2), C(Cl)Cl (CH2Cl2). Conditions: time 2.5 hour. Yields the product C(C)OC(=O)C=1C(=CSC1NC(CC#N)=O)C=1SC(=C(C1)C)I (5′-(2-Cyano-acetylamino)-5-iodo-4-methyl-[2,3′]bithiophenyl-4′-carboxylic acid ethyl ester). The yield is 72.5%. As a reaction SMILES: [C:1]([CH2:3][C:4](O)=[O:5])#[N:2].P(Cl)(Cl)(Cl)(Cl)Cl.[CH2:13]([O:15][C:16]([C:18]1[C:19]([C:24]2[S:25][C:26]([I:30])=[C:27]([CH3:29])[CH:28]=2)=[CH:20][S:21][C:22]=1[NH2:23])=[O:17])[CH3:14].C([O-])(O)=O.[Na+]>C(Cl)Cl>[CH2:13]([O:15][C:16]([C:18]1[C:19]([C:24]2[S:25][C:26]([I:30])=[C:27]([CH3:29])[CH:28]=2)=[CH:20][S:21][C:22]=1[NH:23][C:4](=[O:5])[CH2:3][C:1]#[N:2])=[O:17])[CH3:14] |f:3.4|. Procedure details: Cyanoacetic acid (1.2 g, 14.0 mmol) and CH2Cl2 (14 ml) were combined at rt under N2. The solids do not dissolve. PCl5 (2.9 g, 14.0 mmol) was added as a solid portion wise (bubbles vigorously). The suspension was heated at reflux for 30 min and all solids dissolve to give a clear, light yellow solution. The acyl chloride solution was cooled and added directly to 5′-Amino-5-iodo-4-methyl-[2,3′]bithiophenyl-4′-carboxylic acid ethyl ester (2.0 g, 5.1 mmol) in CH2Cl2. The solution was stirred at rt f... The reactants are C1(=CC=CC=C1)C(C(=O)O[C@H]1CN2CCC1CC2)N2CCCC2 ((R)-Quinuclidin-3-yl 2-phenyl-2-(pyrrolidin-1-yl)acetate), ClCC(=O)C1=CC=CC=C1 (2-chloro-1-phenylethanone). Solvent: C(C)(=O)OCC (ethyl acetate). Run at time 3.5 day. Product: [Cl-].O=C(C[N+]12C[C@@H](C(CC1)CC2)OC(C(N2CCCC2)C2=CC=CC=C2)=O)C2=CC=CC=C2 ((3R)-1-(2-oxo-2-phenylethyl)-3-(2-phenyl-2-(pyrrolidin-1-yl)acetoxy)-1-azoniabicyclo[2.2.2]octane chloride). Isolated yield 58.6%. RXN SMILES: [C:1]1([CH:7]([N:19]2[CH2:23][CH2:22][CH2:21][CH2:20]2)[C:8]([O:10][C@@H:11]2[CH:16]3[CH2:17][CH2:18][N:13]([CH2:14][CH2:15]3)[CH2:12]2)=[O:9])[CH:6]=[CH:5][CH:4]=[CH:3][CH:2]=1.[Cl:24][CH2:25][C:26]([C:28]1[CH:33]=[CH:32][CH:31]=[CH:30][CH:29]=1)=[O:27]>C(OCC)(=O)C>[Cl-:24].[O:27]=[C:26]([C:28]1[CH:33]=[CH:32][CH:31]=[CH:30][CH:29]=1)[CH2:25][N+:13]12[CH2:18][CH2:17][CH:16]([CH2:15][CH2:14]1)[C@@H:11]([O:10][C:8](=[O:9])[CH:7]([C:1]1[CH:6]=[CH:5][CH:4]=[CH:3][CH:2]=1)[N:19]1[CH2:23][CH2:22][CH2:21][CH2:20]1)[CH2:12]2 |f:3.4|. Procedure: (R)-Quinuclidin-3-yl 2-phenyl-2-(pyrrolidin-1-yl)acetate (51 mg, 0.16 mmol) was dissolved in ethyl acetate (1.6 ml) and 2-chloro-1-phenylethanone (25.1 mg, 0.16 mmol) was added. The solution was stirred at room temperature for 3.5 days. The suspension was evaporated and the residue was purified by flash chromatography (DCM/MeOH=9/1 to 85/15) to obtain (3R)-1-(2-oxo-2-phenylethyl)-3-(2-phenyl-2-(pyrrolidin-1-yl)acetoxy)-1-azoniabicyclo[2.2.2]octane chloride (44 mg, 57.8% yield) as a yellow vitreo... Reactants: TEA, C(C(C)C)N[C@@H]1CCC2=CC=C(C=C12)C(=O)OC ((R)-methyl 3-(isobutylamino)-2,3-dihydro-1H-indene-5-carboxylate), ClC1=C(C(=O)Cl)C=CC=C1 (2-chlorobenzoic acid chloride). Solvent: ClCCl (dichloromethane), ClCCl (dichloromethane). Run at time 15 minute. The product is ClC1=C(C(=O)N(CC(C)C)[C@@H]2CCC3=CC=C(C=C23)C(=O)OC)C=CC=C1 ((R)-Methyl 3-(2-chloro-N-isobutylbenzamido)-2,3-dihydro-1H-indene-5-carboxylate). Isolated yield 51.0%. Reaction SMILES: [CH2:1]([NH:5][C@H:6]1[C:14]2[C:9](=[CH:10][CH:11]=[C:12]([C:15]([O:17][CH3:18])=[O:16])[CH:13]=2)[CH2:8][CH2:7]1)[CH:2]([CH3:4])[CH3:3].[Cl:19][C:20]1[CH:28]=[CH:27][CH:26]=[CH:25][C:21]=1[C:22](Cl)=[O:23]>ClCCl>[Cl:19][C:20]1[CH:28]=[CH:27][CH:26]=[CH:25][C:21]=1[C:22]([N:5]([C@H:6]1[C:14]2[C:9](=[CH:10][CH:11]=[C:12]([C:15]([O:17][CH3:18])=[O:16])[CH:13]=2)[CH2:8][CH2:7]1)[CH2:1][CH:2]([CH3:4])[CH3:3])=[O:23]. Reported procedure: TEA (1.4 ml, 10.1 mmol, 2.5 eq) was added dropwise at 0° C. to a solution of (R)-methyl 3-(isobutylamino)-2,3-dihydro-1H-indene-5-carboxylate (A-08) (1.0 g, 4.04 mmol, 1 eq) in dichloromethane (25 ml), and stirring was carried out for 15 min. Then 2-chlorobenzoic acid chloride (0.61 ml, 4.858 mmol, 1.2 eq) was added at that temperature, and stirring was carried out for 1 h at RT. After monitoring by thin-layer chromatography, the reaction mixture was diluted with dichloromethane (75 ml), washed ... Reactants: Vinca alkaloids, hydrazide, CC[C@@]1(C[C@H]2C[C@@](C3=C(C=4C=CC=CC4N3)CCN(C2)C1)(C=5C=C6C(=CC5OC)N([C@@H]7[C@]68CCN9[C@H]8[C@@](C=CC9)([C@H]([C@@]7(C(=O)OC)O)OC(=O)C)CC)C)C(=O)OC)O.OS(=O)(=O)O (vinblastine sulfate), CC[C@@]1(C[C@H]2C[C@@](C3=C(C=4C=CC=CC4N3)CCN(C2)C1)(C=5C=C6C(=CC5OC)N([C@@H]7[C@]68CCN9[C@H]8[C@@](C=CC9)([C@H]([C@@]7(C(=O)OC)O)OC(=O)C)CC)C)C(=O)OC)O (vinblastine), aldehyde. Solvent: NN.C(C)O (hydrazine ethanol). Yields the product CC[C@@]1(C[C@@H]2C[C@@](C3=C(CCN(C2)C1)C4=CC=CC=C4N3)(C5=C(C=C6C(=C5)C78CCN9[C@H]7[C@@](C=CC9)([C@H]([C@@]([C@@H]8N6C)(C(=O)OC)O)O)CC)OC)C(=O)OC)O (desacetylvinblastine). Reaction SMILES: [CH3:1][CH2:2][C@@:3]1([OH:59])[CH2:21][N:19]2[CH2:20][C@H:5]([CH2:6][C@:7]([C:55]([O:57][CH3:58])=[O:56])([C:22]3[CH:23]=[C:24]4[C@:32]56[C@@H:36]7[C@:37]([CH2:52][CH3:53])([C@@H:41]([O:48]C(C)=O)[C@:42]([OH:47])([C:43]([O:45][CH3:46])=[O:44])[C@@H:31]5[N:30]([CH3:54])[C:25]4=[CH:26][C:27]=3[O:28][CH3:29])[CH:38]=[CH:39][CH2:40][N:35]7[CH2:34][CH2:33]6)[C:8]3[NH:16][C:15]4[CH:14]=[CH:13][CH:12]=[CH:11][C:10]=4[C:9]=3[CH2:17][CH2:18]2)[CH2:4]1.CC[C@@]1(O)CN2C[C@H](C[C@](C(OC)=O)(C3C=C4[C@]56[C@@H]7[C@](CC)([C@@H](OC(C)=O)[C@](O)(C(OC)=O)[C@@H]5N(C)C4=CC=3OC)C=CCN7CC6)C3NC4C=CC=CC=4C=3CC2)C1.OS(O)(=O)=O>NN.C(O)C>[CH3:1][CH2:2][C@@:3]1([OH:59])[CH2:21][N:19]2[CH2:20][C@@H:5]([CH2:6][C@:7]([C:55]([O:57][CH3:58])=[O:56])([C:22]3[CH:23]=[C:24]4[C:32]56[C@@H:31]([N:30]([CH3:54])[C:25]4=[CH:26][C:27]=3[O:28][CH3:29])[C@@:42]([OH:47])([C:43]([O:45][CH3:46])=[O:44])[C@H:41]([OH:48])[C@:37]3([CH2:52][CH3:53])[CH:38]=[CH:39][CH2:40][N:35]([C@H:36]53)[CH2:34][CH2:33]6)[C:8]3[NH:16][C:15]4[C:10](=[CH:11][CH:12]=[CH:13][CH:14]=4)[C:9]=3[CH2:17][CH2:18]2)[CH2:4]1 |f:1.2,3.4|. Procedure details: Vinca alkaloids such as vinblastine can be conjugated directly to aldehyde-bearing linkers following conversion to a hydrazide form as described by Brady et al. (J. Med. Chem., 45:4706-4715, 2002). Briefly, vinblastine sulfate is dissolved in 1:1 hydrazine/ethanol and heated to 60° C.-65° C. for 22 hours to yield desacetylvinblastine 3-carboxhydrazide (Table 2, DAVCH). Alternatively, amine-reactive forms of vinblastine may be generated in situ as described by Trouet et al. (U.S. Pat. No. 4,870,1... Starting materials: C(=O)(N1C=NC=C1)N1C=NC=C1 (1,1′-carbonyldiimidazole), C(=O)(N1C=NC=C1)N1C=NC=C1 (1,1′-Carbonyldiimidazole), C(C1=CC=CC=C1)NC1=C(C(=NC2=CC=CC=C12)Cl)N (N4-benzyl-2-chloroquinoline-3,4-diamine), C(=O)(N1C=NC=C1)N1C=NC=C1 (1,1′-carbonyldiimidazole). Solvent: O1CCCC1 (tetrahydrofuran). Run at temperature 50 celsius. Yields the product C(C1=CC=CC=C1)N1C(=NC=2C(=NC=3C=CC=CC3C21)Cl)O (1-benzyl-4-chloro-1H-imidazo[4,5-c]quinolin-2-ol). Yield: 62.4%. As a reaction SMILES: [C:1](N1C=CN=C1)(N1C=CN=C1)=[O:2].[CH2:13]([NH:20][C:21]1[C:30]2[C:25](=[CH:26][CH:27]=[CH:28][CH:29]=2)[N:24]=[C:23]([Cl:31])[C:22]=1[NH2:32])[C:14]1[CH:19]=[CH:18][CH:17]=[CH:16][CH:15]=1>O1CCCC1>[CH2:13]([N:20]1[C:21]2[C:30]3[CH:29]=[CH:28][CH:27]=[CH:26][C:25]=3[N:24]=[C:23]([Cl:31])[C:22]=2[N:32]=[C:1]1[OH:2])[C:14]1[CH:15]=[CH:16][CH:17]=[CH:18][CH:19]=1. Procedure: 1,1′-Carbonyldiimidazole (2.9 g, 18 mmol) was added to a solution of N4-benzyl-2-chloroquinoline-3,4-diamine (5.0 g, 18 mmol) in tetrahydrofuran (THF) (50 mL), and the reaction was heated at 50° C. for three days. An analysis by liquid chromatography/mass spectrometry (LC/MS) indicated the presence of starting material, and additional 1,1′-carbonyldiimidazole (1.5 g, 9.2 mmol) was added. The reaction was stirred for several hours at 80° C., and additional 1,1′-carbonyldiimidazole (2.9 g, 18 mmol... The reactants are C(C1=CC=CC=C1)ONC(C[C@@H](CCCC1CCCCC1)C=1OC(=C(N1)C(=O)NCC(=O)O)C)=O (({[2-((1R)-1-{2-[(benzyloxy)amino]-2-oxoethyl}-4-cyclohexylbutyl)-5-methyl-1,3-oxazol-4-yl]carbonyl}amino)acetic acid), C(=O)[O-].[NH4+] (ammonium formate). Reagents/catalysts: [OH-].[Pd+2].[OH-] (palladium hydroxide). Run in C(C)O (ethanol). Run at temperature 43 celsius. The product is C1(CCCCC1)CCC[C@H](CC(=O)NO)C=1OC(=C(N1)C(=O)NCC(=O)O)C ({[(2-{(1R)-4-Cyclohexyl-1-[2-(hydroxyamino)-2-oxoethyl]butyl}-5-methyl-1,3-oxazol-4-yl)carbonyl]amino}acetic Acid). The yield is 35.8%. RXN SMILES: C([O:8][NH:9][C:10](=[O:35])[CH2:11][C@H:12]([C:22]1[O:23][C:24]([CH3:34])=[C:25]([C:27]([NH:29][CH2:30][C:31]([OH:33])=[O:32])=[O:28])[N:26]=1)[CH2:13][CH2:14][CH2:15][CH:16]1[CH2:21][CH2:20][CH2:19][CH2:18][CH2:17]1)C1C=CC=CC=1.C([O-])=O.[NH4+]>C(O)C.[OH-].[Pd+2].[OH-]>[CH:16]1([CH2:15][CH2:14][CH2:13][C@@H:12]([C:22]2[O:23][C:24]([CH3:34])=[C:25]([C:27]([NH:29][CH2:30][C:31]([OH:33])=[O:32])=[O:28])[N:26]=2)[CH2:11][C:10]([NH:9][OH:8])=[O:35])[CH2:21][CH2:20][CH2:19][CH2:18][CH2:17]1 |f:1.2,4.5.6|. Procedure details: A solution ({[2-((1R)-1-{2-[(benzyloxy)amino]-2-oxoethyl}-4-cyclohexylbutyl)-5-methyl-1,3-oxazol-4-yl]carbonyl}amino)acetic acid (Preparation 100) (60 mg, 0.12 mmol) in ethanol (3 ml) was treated with ammonium formate (78 mg, 1.23 mmol) and palladium hydroxide (20 mg) and heated at 43° C., under a nitrogen atmosphere for 4 hours. The reaction mixture was filtered and the solvent removed under reduced pressure. The residue was purified by column chromatography on silica gel eluting with a gradien... Starting materials: [Br-].[N+](=O)([O-])C1=C(C[P+](C2=CC=CC=C2)(C2=CC=CC=C2)C2=CC=CC=C2)C=CC=C1 (2-nitrobenzyltriphenylphosphonium bromide), ice water, C(CCC)[Li].CCCCCC (n-butyllithium n-hexane), C(C1=CC=NC=C1)=O (isonicotinaldehyde). The solvent is C1=CC=CC=C1 (benzene). Run at time 2 hour. The product is N1=CC=C(C=C1)C=CC1=C(C=CC=C1)[N+](=O)[O-] (2-[2-(4-pyridyl)ethenyl]-1-nitrobenzene). Yield: 44.6%. Reaction SMILES: [Br-].[N+:2]([C:5]1[CH:30]=[CH:29][CH:28]=[CH:27][C:6]=1[CH2:7][P+](C1C=CC=CC=1)(C1C=CC=CC=1)C1C=CC=CC=1)([O-:4])=[O:3].C([Li])CCC.CCCCCC.[CH:42](=O)[C:43]1[CH:48]=[CH:47][N:46]=[CH:45][CH:44]=1>C1C=CC=CC=1>[N:46]1[CH:47]=[CH:48][C:43]([CH:42]=[CH:7][C:6]2[CH:27]=[CH:28][CH:29]=[CH:30][C:5]=2[N+:2]([O-:4])=[O:3])=[CH:44][CH:45]=1 |f:0.1,2.3|. Procedure details: In 120 ml of benzene was suspended 12.00 g of 2-nitrobenzyltriphenylphosphonium bromide and, under argon gas, 20 ml of 1.6M n-butyllithium/n-hexane was added dropwise under ice-cooling with care exercised so that the internal temperature would not rise beyond 20° C. The mixture was then stirred at room temperature for 2 hours, after which 3.05 g of isonicotinaldehyde was added dropwise under ice-cooling and the mixture was stirred at room temperature for another 4 hours. This reaction mixture wa...